From a dataset of the Open Reaction Database (ORD), a public repository of structured organic reaction records. describe an organic reaction: reactants, conditions, products, and yield Reactants: FC(C(=O)OC(C(F)(F)F)=O)(F)F (trifluoroacetic acid anhydride), C(O)([O-])=O.[Na+] (sodium hydrogen carbonate), C(#N)CCNC(CBr)=O (bromoacetic acid-(2-cyanoethyl)-amide), [N-]=[N+]=[N-].[Na+] (sodium azide). The solvent is C(Cl)Cl (methylene chloride), C(Cl)Cl (methylene chloride). The product is BrCC1=NN=NN1CCC#N (5-Bromomethyl-1-(2-cyanoethyl)-tetrazole). Reaction SMILES: [C:1]([CH2:3][CH2:4][NH:5][C:6](=O)[CH2:7][Br:8])#[N:2].[N-:10]=[N+:11]=[N-:12].[Na+].FC(F)(F)C(OC(=O)C(F)(F)F)=O.C(=O)([O-])O.[Na+]>C(Cl)Cl>[Br:8][CH2:7][C:6]1[N:5]([CH2:4][CH2:3][C:1]#[N:2])[N:12]=[N:11][N:10]=1 |f:1.2,4.5|. Procedure details: 1.50 g (7.85 mmol) of bromoacetic acid-(2-cyanoethyl)-amide are dissolved in 50 ml of methylene chloride and mixed with 508 mg (7.85 mmol) of sodium azide. At 0° C. a solution of 2.20 g (7.85 mmol) of trifluoroacetic acid anhydride in 5 ml of methylene chloride is added dropwise. After 22 hours at ambient temperature saturated sodium hydrogen carbonate solution is added and the resulting mixture is extracted 3 x with methylene chloride. The combined organic phases are dried over sodium sulphate ... Starting materials: S([O-])(O)=O.[Na+].S(=O)([O-])S(=O)[O-].[Na+].[Na+] (sodium bisulfite sodium dithionite), C(CCCCCCCCCCC)NC(C1=CC(=C(C(=C1)C1=CC(=C(C=C1)F)Cl)OCCO)Br)=O (N-dodecyl-3-bromo-4-(2-hydroxyethoxy)-5-(3-chloro-4-fluorophenyl)benzamide), C[N+]1(CCOCC1)[O-] (NMMO), Cl (HCl), C[N+]1(CCOCC1)[O-] (NMMO). Reagents/catalysts: CCC[N+](CCC)(CCC)CCC.[O-][Ru](=O)(=O)=O (TPAP), CCC[N+](CCC)(CCC)CCC.[O-][Ru](=O)(=O)=O (TPAP). Run in C(=O)O (HCOOH), O (H2O), O (H2O), C(Cl)Cl (CH2Cl2), O (H2O), CCOC(=O)C (EtOAc), CC#N (CH3CN), Hexanes. Reaction conditions: time 8 hour. Product: BrC=1C(=C(C=C(C1)C(NCCCCCCCCCCCC)=O)C1=CC(=C(C=C1)F)Cl)OCC(=O)O ((3-Bromo-3′-chloro-5-dodecylcarbamoyl-4′-fluoro-biphenyl-2-yloxy)acetic acid). As a reaction SMILES: [CH2:1]([NH:13][C:14](=[O:34])[C:15]1[CH:20]=[C:19]([C:21]2[CH:26]=[CH:25][C:24]([F:27])=[C:23]([Cl:28])[CH:22]=2)[C:18]([O:29][CH2:30][CH2:31][OH:32])=[C:17]([Br:33])[CH:16]=1)[CH2:2][CH2:3][CH2:4][CH2:5][CH2:6][CH2:7][CH2:8][CH2:9][CH2:10][CH2:11][CH3:12].C[N+]1([O-])CC[O:39]CC1.S(=O)(O)[O-].[Na+].S(S([O-])=O)([O-])=O.[Na+].[Na+].Cl>C(Cl)Cl.CCC[N+](CCC)(CCC)CCC.[O-][Ru](=O)(=O)=O.C(O)=O.CCOC(C)=O.O.CC#N>[Br:33][C:17]1[C:18]([O:29][CH2:30][C:31]([OH:39])=[O:32])=[C:19]([C:21]2[CH:26]=[CH:25][C:24]([F:27])=[C:23]([Cl:28])[CH:22]=2)[CH:20]=[C:15]([C:14](=[O:34])[NH:13][CH2:1][CH2:2][CH2:3][CH2:4][CH2:5][CH2:6][CH2:7][CH2:8][CH2:9][CH2:10][CH2:11][CH3:12])[CH:16]=1 |f:2.3.4.5.6,9.10|. Procedure: To a solution of N-dodecyl-3-bromo-4-(2-hydroxyethoxy)-5-(3-chloro-4-fluorophenyl)benzamide (340 mg, 0.61 mmol) in 5 mL CH2Cl2 was added NMMO.H2O (165 mg, 1.22 mmol) and TPAP (22 mg, 0.061 mmol). The reaction mixture was stirred overnight and 2 mL CH3CN and 50 mg, 0.14 mmol TPAP were added. The reaction was stirred for ca 7 hours then 90 mg, 0.665 mmol NMMO.H2O was added and the reaction was stirred overnight. The reaction was worked up by adding H2O and a mixture of sodium bisulfite/sodium dith...